describe an organic reaction: reactants, conditions, products, and yield From a dataset of the Open Reaction Database (ORD), a public repository of structured organic reaction records. Reactants: BrC1=C(SC(=C1)Cl)Cl (3-bromo-2,5-dichlorothiophene), COC(=O)C=1C=C(C=C(C1)C(=O)OC)B(O)O ([3,5-bis(methoxycarbonyl)phenyl]-dihydroxyborane), [Cl-].[Li+] (lithium chloride), C([O-])([O-])=O.[Na+].[Na+] (sodium carbonate), C([O-])([O-])=O.[Na+].[Na+] (sodium carbonate). Reagents/catalysts: C=1C=CC(=CC1)[P](C=2C=CC=CC2)(C=3C=CC=CC3)[Pd]([P](C=4C=CC=CC4)(C=5C=CC=CC5)C=6C=CC=CC6)([P](C=7C=CC=CC7)(C=8C=CC=CC8)C=9C=CC=CC9)[P](C=1C=CC=CC1)(C=1C=CC=CC1)C=1C=CC=CC1 (tetrakis(triphenylphosphine)palladium(0)). The solvent is COCCOC (1,2-dimethoxyethane), C(C)(=O)OCC (ethyl acetate). Reaction conditions: temperature 85 celsius, time 4 hour. Yields the product ClC=1SC(=CC1C=1C=C(C=C(C(=O)OC)C1)C(=O)OC)Cl (dimethyl 5-(2,5-dichlorothiophen-3-yl)isophthalate). Isolated yield 58.2%. Reaction SMILES: Br[C:2]1[CH:6]=[C:5]([Cl:7])[S:4][C:3]=1[Cl:8].[CH3:9][O:10][C:11]([C:13]1[CH:14]=[C:15](B(O)O)[CH:16]=[C:17]([C:19]([O:21][CH3:22])=[O:20])[CH:18]=1)=[O:12].[Cl-].[Li+].C(=O)([O-])[O-].[Na+].[Na+]>COCCOC.C1C=CC([P]([Pd]([P](C2C=CC=CC=2)(C2C=CC=CC=2)C2C=CC=CC=2)([P](C2C=CC=CC=2)(C2C=CC=CC=2)C2C=CC=CC=2)[P](C2C=CC=CC=2)(C2C=CC=CC=2)C2C=CC=CC=2)(C2C=CC=CC=2)C2C=CC=CC=2)=CC=1.C(OCC)(=O)C>[Cl:8][C:3]1[S:4][C:5]([Cl:7])=[CH:6][C:2]=1[C:15]1[CH:14]=[C:13]([C:11]([O:10][CH3:9])=[O:12])[CH:18]=[C:17]([CH:16]=1)[C:19]([O:21][CH3:22])=[O:20] |f:2.3,4.5.6,^1:43,45,64,83|. Procedure details: A mixture of 3-bromo-2,5-dichlorothiophene (0.30 g), [3,5-bis(methoxycarbonyl)phenyl]-dihydroxyborane (0.37 g), lithium chloride (0.164 g), tetrakis(triphenylphosphine)palladium(0) (0.0747 g) and 2M aqueous sodium carbonate solution (1.55 ml) in 1,2-dimethoxyethane (3.6 ml) was heated at 85° C. and stirred vigorously for 4 hours under nitrogen. The reaction mixture was cooled to room temperature and to the mixture was added ethyl acetate (20 ml) and 2M sodium carbonate solution (20 ml). The laye... The reactants are C(CC)(=N)NC1=CC=C(C=C1)CCNC(OC(C)(C)C)=O (tert-butyl 2-[4-(propanimidoylamino)phenyl]ethylcarbamate), Br.S1C(=NC=C1)C(CCC)=O (1-(1,3-thiazol-2-yl)butan-1-one hydrobromide). Yields the product C(C)C=1N(C=C(N1)C=1SC=CN1)C1=CC=C(C=C1)CCNC(OC(C)(C)C)=O (tert-butyl 2-{4-[2-ethyl-4-(1,3-thiazol-2-yl)-1H-imidazol-1-yl]phenyl}ethylcarbamate). Reaction SMILES: [C:1]([NH:5][C:6]1[CH:11]=[CH:10][C:9]([CH2:12][CH2:13][NH:14][C:15](=[O:21])[O:16][C:17]([CH3:20])([CH3:19])[CH3:18])=[CH:8][CH:7]=1)(=[NH:4])[CH2:2][CH3:3].Br.[S:23]1[CH:27]=[CH:26][N:25]=[C:24]1[C:28](=O)[CH2:29]CC>>[CH2:2]([C:1]1[N:5]([C:6]2[CH:11]=[CH:10][C:9]([CH2:12][CH2:13][NH:14][C:15](=[O:21])[O:16][C:17]([CH3:20])([CH3:19])[CH3:18])=[CH:8][CH:7]=2)[CH:29]=[C:28]([C:24]2[S:23][CH:27]=[CH:26][N:25]=2)[N:4]=1)[CH3:3] |f:1.2|. Procedure: The title compound was prepared according to the procedure described in step 4 of Example 26 from tert-butyl 2-[4-(propanimidoylamino)phenyl]ethylcarbamate and 1-(1,3-thiazol-2-yl)butan-1-one hydrobromide. (Helv. Chim. Acta., 1948, 31, 1142). MS (ESI) m/z 399 [M+H]+. Reactants: BrC1=CC(=C(OC2=C(C=CC(=C2)Cl)NCC(=O)OCC)C=C1)Cl (N-[2-(4-bromo-2-chlorophenoxy)-4-chlorophenyl]-glycine, ethyl ester), N1=C(C=CC=C1)[Sn](CCCC)(CCCC)CCCC (2-pyridyl tributyl tin), palladium (0) tetrakistriphenylphosphine. Solvent: O1CCOCC1 (dioxane), O (water). The product is ClC1=CC(=C(C=C1)NCC(=O)OCC)OC1=C(C=C(C=C1)C1=NC=CC=C1)Cl (N-[4-chloro-2-[2-chloro-4-(2-pyridinyl)phenoxy]phenyl]-glycine, ethyl ester). RXN SMILES: Br[C:2]1[CH:22]=[CH:21][C:5]([O:6][C:7]2[CH:12]=[C:11]([Cl:13])[CH:10]=[CH:9][C:8]=2[NH:14][CH2:15][C:16]([O:18][CH2:19][CH3:20])=[O:17])=[C:4]([Cl:23])[CH:3]=1.[N:24]1[CH:29]=[CH:28][CH:27]=[CH:26][C:25]=1[Sn](CCCC)(CCCC)CCCC>O1CCOCC1.O>[Cl:13][C:11]1[CH:10]=[CH:9][C:8]([NH:14][CH2:15][C:16]([O:18][CH2:19][CH3:20])=[O:17])=[C:7]([O:6][C:5]2[CH:21]=[CH:22][C:2]([C:25]3[CH:26]=[CH:27][CH:28]=[CH:29][N:24]=3)=[CH:3][C:4]=2[Cl:23])[CH:12]=1. Procedure details: The subtitle compound was prepared by using the product from example 30 step ii) (0.20 g) which was dissolved in dry dioxane (10 ml). 2-pyridyl tributyl tin (0.181 g) and palladium (0) tetrakistriphenylphosphine (0.028 g) were added and the mixture was heated at 80 C for 16 hours. The mixture was diluted with water, extracted with ethyl acetate, dried and concentrated under reduced pressure to give an oil. Yield 0.20 g. The solvent is CCN(CC)CC (Et3N). Yield: 85.7%. Procedure: N-BOC-4-amino-3-methylbenzoic acid (2.00 g, 7.96 mmol) was reacted with methionine methyl ester hydrochloride (1.75 g, 8.76 mmol), EDCI (1.68 g, 8.76 mmol), HOBT (1.18 g, 8.76 mmol) and Et3N (1.4 ml) in dry CH2C12 (31.8 ml) according to the procedure described for N-BOC-4-aminobenzoyl methionine methyl ester in Example 1. The crude material was recrystallized from ethyl acetate and hexanes to yield 2.61 g (85.7%) of pure product. mp 163°-165° C.; 1H NMR (CDCl3) 1.54 (9 H,s), 2.06-2.18 (4 H, m), ... The product is COC([C@@H](N(C(=O)OC(C)(C)C)C(C1=CC(=C(C=C1)N)C)=O)CCSC)=O (N-BOC-4-amino-3-methylbenzoyl methionine methyl ester). RXN SMILES: C([NH:8][C:9]1[CH:17]=[CH:16][C:12]([C:13]([OH:15])=O)=[CH:11][C:10]=1[CH3:18])(OC(C)(C)C)=O.Cl.COC(=O)[C@H](CCSC)N.CCN=C=NCCCN(C)C.C1C=CC2N(O)N=NC=2C=1.[CH3:51][O:52][C:53](=[O:76])[C@H:54]([CH2:72][CH2:73][S:74][CH3:75])[N:55](C(=O)C1C=CC(N)=CC=1)[C:56]([O:58][C:59]([CH3:62])([CH3:61])[CH3:60])=[O:57]>CCN(CC)CC>[CH3:51][O:52][C:53](=[O:76])[C@H:54]([CH2:72][CH2:73][S:74][CH3:75])[N:55]([C:13](=[O:15])[C:12]1[CH:16]=[CH:17][C:9]([NH2:8])=[C:10]([CH3:18])[CH:11]=1)[C:56]([O:58][C:59]([CH3:62])([CH3:61])[CH3:60])=[O:57] |f:1.2|. Reactants: C(=O)(OC(C)(C)C)NC1=C(C=C(C(=O)O)C=C1)C (N-BOC-4-amino-3-methylbenzoic acid), Cl.COC([C@@H](N)CCSC)=O (methionine methyl ester hydrochloride), CCN=C=NCCCN(C)C (EDCI), C=1C=CC2=C(C1)N=NN2O (HOBT), COC([C@@H](N(C(=O)OC(C)(C)C)C(C1=CC=C(C=C1)N)=O)CCSC)=O (N-BOC-4-aminobenzoyl methionine methyl ester). Reactants: FC(SCl)(F)F (Trifluoromethanesulfenyl chloride), NC1=NN(C=C1)C (3-amino-1-methylpyrazole), [OH-].[Na+] (sodium hydroxide). Run in O (water), ClCCl (dichloromethane). Product: NC1=NN(C=C1SC(F)(F)F)C (3-Amino-1-methyl-4-(trifluoromethylthio)pyrazole). As a reaction SMILES: [F:1][C:2]([F:6])([F:5])[S:3]Cl.[NH2:7][C:8]1[CH:12]=[CH:11][N:10]([CH3:13])[N:9]=1.[OH-].[Na+]>ClCCl.O>[NH2:7][C:8]1[C:12]([S:3][C:2]([F:6])([F:5])[F:1])=[CH:11][N:10]([CH3:13])[N:9]=1 |f:2.3|. Procedure details: Trifluoromethanesulfenyl chloride (11.6 g, 85.0 mmol) was added to a solution of 3-amino-1-methylpyrazole (8.0 g, 82.4 mmol) in 150 mL of dichloromethane with stirring at a rate such that the temperature did not rise above 5° C. When the addition was complete the mixture was allowed to warm to ambient temperature and stir for 18 hours and was then purged with nitrogen gas for 1 hour to remove any unreacted trifluoromethanesulfenyl chloride. The solid that formed during the reaction was collected... Starting materials: COC1=CC=C(CN(C2=NC=C(C=N2)C=2C3=C(N=C(N2)N2CCOCC2)N(CC3)C3=C(C=C(C(=O)O)C=C3)F)CC3=CC=C(C=C3)OC)C=C1 (4-(4-{2-[bis-(4-methoxy-benzyl)-amino]-pyrimidin-5-yl}-2-morpholin-4-yl-5,6-dihydro-pyrrolo[2,3-d]pyrimidin-7-yl)-3-fluoro-benzoic acid), O1CCN(CC1)C1CCNCC1 (4-morpholinopiperidine). Yields the product COC1=CC=C(CN(C2=NC=C(C=N2)C=2C3=C(N=C(N2)N2CCOCC2)N(CC3)C3=C(C=C(C=C3)C(=O)N3CCC(CC3)N3CCOCC3)F)CC3=CC=C(C=C3)OC)C=C1 ({4-[4-{2-[bis-(4-methoxy-benzyl)-amino]-pyrimidin-5-yl}-2-morpholin-4-yl-5,6-dihydro-pyrrolo[2,3-d]pyrimidin-7-yl]-3-fluoro-phenyl}-(4-morpholin-4-yl-piperidin-1-yl)-methanone). Yield: 138.9%. RXN SMILES: [CH3:1][O:2][C:3]1[CH:50]=[CH:49][C:6]([CH2:7][N:8]([CH2:40][C:41]2[CH:46]=[CH:45][C:44]([O:47][CH3:48])=[CH:43][CH:42]=2)[C:9]2[N:14]=[CH:13][C:12]([C:15]3[C:16]4[CH2:29][CH2:28][N:27]([C:30]5[CH:38]=[CH:37][C:33]([C:34](O)=[O:35])=[CH:32][C:31]=5[F:39])[C:17]=4[N:18]=[C:19]([N:21]4[CH2:26][CH2:25][O:24][CH2:23][CH2:22]4)[N:20]=3)=[CH:11][N:10]=2)=[CH:5][CH:4]=1.[O:51]1[CH2:56][CH2:55][N:54]([CH:57]2[CH2:62][CH2:61][NH:60][CH2:59][CH2:58]2)[CH2:53][CH2:52]1>>[CH3:48][O:47][C:44]1[CH:45]=[CH:46][C:41]([CH2:40][N:8]([CH2:7][C:6]2[CH:49]=[CH:50][C:3]([O:2][CH3:1])=[CH:4][CH:5]=2)[C:9]2[N:10]=[CH:11][C:12]([C:15]3[C:16]4[CH2:29][CH2:28][N:27]([C:30]5[CH:38]=[CH:37][C:33]([C:34]([N:60]6[CH2:61][CH2:62][CH:57]([N:54]7[CH2:55][CH2:56][O:51][CH2:52][CH2:53]7)[CH2:58][CH2:59]6)=[O:35])=[CH:32][C:31]=5[F:39])[C:17]=4[N:18]=[C:19]([N:21]4[CH2:22][CH2:23][O:24][CH2:25][CH2:26]4)[N:20]=3)=[CH:13][N:14]=2)=[CH:42][CH:43]=1. Reported procedure: Using 4-(4-{2-[bis-(4-methoxy-benzyl)-amino]-pyrimidin-5-yl}-2-morpholin-4-yl-5,6-dihydro-pyrrolo[2,3-d]pyrimidin-7-yl)-3-fluoro-benzoic acid (80.0 mg, 0.118 mmol) obtained in Step A in Example 1-D-21 and 4-morpholinopiperidine (40.2 mg, 0.236 mmol) instead of 1-pyridine-3-yl-piperazine, amidation was carried out in the same manner as Step B in Example 1-D-21, to obtain a crude product of {4-[4-{2-[bis-(4-methoxy-benzyl)-amino]-pyrimidin-5-yl}-2-morpholin-4-yl-5,6-dihydro-pyrrolo[2,3-d]pyrimidin...